From a dataset of the Open Reaction Database (ORD), a public repository of structured organic reaction records. describe an organic reaction: reactants, conditions, products, and yield Reactants: BrCc1ccccc1, O=C([O-])[O-], [K+], [K+], CN(C)C=O, O=Cc1ccc(O)cc1[N+](=O)[O-]. Product: O=Cc1ccc(OCc2ccccc2)cc1[N+](=O)[O-]. RXN SMILES: [Br:19][CH2:20][c:21]1[cH:22][cH:23][cH:24][cH:25][cH:26]1.[C:1](=[O:2])([O-:3])[O-:4].[K+:5].[K+:6].[O:27]=[CH:28][N:29]([CH3:30])[CH3:31].[OH:7][c:8]1[cH:9][c:10]([N+:16](=[O:17])[O-:18])[c:11]([CH:12]=[O:13])[cH:14][cH:15]1>>[O:7]([c:8]1[cH:9][c:10]([N+:16](=[O:17])[O-:18])[c:11]([CH:12]=[O:13])[cH:14][cH:15]1)[CH2:20][c:21]1[cH:22][cH:23][cH:24][cH:25][cH:26]1. The reactants are Cc1ccccc1, O=[N+]([O-])c1ccccc1, O=[N+]([O-])O. The product is Cc1ccccc1[N+](=O)[O-]. RXN SMILES: [CH3:14][c:15]1[cH:16][cH:17][cH:18][cH:19][cH:20]1.[O-:5][N+:6]([c:7]1[cH:8][cH:9][cH:10][cH:11][cH:12]1)=[O:13].[OH:1][N+:2]([O-:3])=[O:4]>>[O-:1][N+:2](=[O:4])[c:16]1[c:15]([CH3:14])[cH:20][cH:19][cH:18][cH:17]1. Reactants: O=C(SC1CC(CSC(F)F)N(C(=O)OCc2ccc([N+](=O)[O-])cc2)C1)c1ccccc1, CO, C[O-], CC(=O)O, CO, [Na+], C1CCOC1. As a reaction SMILES: [C:1](=[O:2])([c:3]1[cH:4][cH:5][cH:6][cH:7][cH:8]1)[S:9][CH:10]1[CH2:11][CH:12]([CH2:28][S:29][CH:30]([F:31])[F:32])[N:13]([C:15](=[O:16])[O:17][CH2:18][c:19]2[cH:20][cH:21][c:22]([N+:25](=[O:26])[O-:27])[cH:23][cH:24]2)[CH2:14]1.[CH3:33][OH:34].[CH3:35][O-:36].[CH3:38][C:39](=[O:40])[OH:41].[CH3:42][OH:43].[Na+:37].[O:44]1[CH2:45][CH2:46][CH2:47][CH2:48]1>>[SH:9][CH:10]1[CH2:11][CH:12]([CH2:28][S:29][CH:30]([F:31])[F:32])[N:13]([C:15](=[O:16])[O:17][CH2:18][c:19]2[cH:20][cH:21][c:22]([N+:25](=[O:26])[O-:27])[cH:23][cH:24]2)[CH2:14]1. Product: O=C(OCc1ccc([N+](=O)[O-])cc1)N1CC(S)CC1CSC(F)F.